Dataset: the Open Reaction Database (ORD), a public repository of structured organic reaction records. Task: describe an organic reaction: reactants, conditions, products, and yield Reactants: C(C1=CC=CC=C1)SC=1SC(=CN1)CN1COCN(C1=N[N+](=O)[O-])C (3-(2-benzylthiothiazol-5-ylmethyl)-5-methyl-4-nitroimino-perhydro-1,3,5-oxadiazine), ice, ClCCl (dichloromethane), [O-]Cl.[Na+] (Javelle water). Solvent: Cl (hydrochloric acid). Product: ClC=1SC(=CN1)CN1COCN(C1=N[N+](=O)[O-])C (3-(2-Chlorothiazol-5-ylmethyl)-5-methyl-4-nitroimino-perhydro-1,3,5-oxadiazine). As a reaction SMILES: C(S[C:9]1[S:10][C:11]([CH2:14][N:15]2[C:20](=[N:21][N+:22]([O-:24])=[O:23])[N:19]([CH3:25])[CH2:18][O:17][CH2:16]2)=[CH:12][N:13]=1)C1C=CC=CC=1.[Cl:26]CCl.[O-]Cl.[Na+]>Cl>[Cl:26][C:9]1[S:10][C:11]([CH2:14][N:15]2[C:20](=[N:21][N+:22]([O-:24])=[O:23])[N:19]([CH3:25])[CH2:18][O:17][CH2:16]2)=[CH:12][N:13]=1 |f:2.3|. Procedure details: 2 g of 3-(2-benzylthiothiazol-5-ylmethyl)-5-methyl-4-nitroimino-perhydro-1,3,5-oxadiazine are dissolved in a mixture of 10 ml of 4N aqueous hydrochloric acid, 20 g of ice and 30 ml of dichloromethane, and 30 g of Javelle water are added dropwise with stirring to the solution. After stirring for a further 30 minutes, the organic phase is separated off, the aqueous phase is extracted repeatedly with a little dichloromethane, and the combined organic phases are subsequently dried with sodium sulpha... The reactants are NC(C(CC(C(=O)NCC(C)C)C(C)C)O)CC1CCCCC1 (δ-Amino-γ-hydroxy-α-(1-methylethyl)-N-(2-methylpropyl)cyclohexanehexanamide), CC1CCC(CC1)=O (4-methylcyclohexanone), Ti(iPrO)4, [BH4-].[Na+] (NaBH4), O (Water). The solvent is C1=CC=CC=C1 (benzene), CCO (EtOH). The product is [NH4+].[OH-] (NH4OH), OC(CC(C(=O)NCC(C)C)C(C)C)C(CC1CCCCC1)NC1CCC(CC1)C (γ-Hydroxy-δ-[(4-methylcyclohexyl)amino]-α-(1-methylethyl)-N-(2-methylpropyl)cyclohexanehexanamide). The yield is 58.8%. RXN SMILES: [NH2:1][CH:2]([CH2:17][CH:18]1[CH2:23][CH2:22][CH2:21][CH2:20][CH2:19]1)[CH:3]([OH:16])[CH2:4][CH:5]([CH:13]([CH3:15])[CH3:14])[C:6]([NH:8][CH2:9][CH:10]([CH3:12])[CH3:11])=[O:7].[CH3:24][CH:25]1[CH2:30][CH2:29][C:28](=O)[CH2:27][CH2:26]1.[BH4-].[Na+].O>C1C=CC=CC=1.CCO>[NH4+:1].[OH-:7].[OH:16][CH:3]([CH:2]([NH:1][CH:28]1[CH2:29][CH2:30][CH:25]([CH3:24])[CH2:26][CH2:27]1)[CH2:17][CH:18]1[CH2:19][CH2:20][CH2:21][CH2:22][CH2:23]1)[CH2:4][CH:5]([CH:13]([CH3:14])[CH3:15])[C:6]([NH:8][CH2:9][CH:10]([CH3:12])[CH3:11])=[O:7] |f:2.3,7.8|. Reported procedure: [αR(αR*,γR*,δS*)]-δ-Amino-γ-hydroxy-α-(1-methylethyl)-N-(2-methylpropyl)cyclohexanehexanamide (50 mg, 0.153 mmol) and 4-methylcyclohexanone (19 mg, 0.169 mmol) were dissolved in benzene (10 mL). Ti(iPrO)4 (65 mg, 0.23 mmol) was added and the mixture was refluxed under N2 for 24 h. The mixture was cooled, diluted with 10 mL of EtOH and NaBH4 (12 mg, 0.307 mmol) was added. The mixture was then heated at reflux for 10 h. Water (1 mL) was added and the solvents were removed in vacuo. The residue was...